Dataset: the Open Reaction Database (ORD), a public repository of structured organic reaction records. Task: describe an organic reaction: reactants, conditions, products, and yield Starting materials: C1(=CC=CC=2CCCCC12)N1CCNCC1 (1-(5,6,7,8-tetrahydronaphthalen-1-yl)piperazine), C([O-])([O-])=O.[Na+].[Na+] (sodium carbonate), CC1=C(N)C(=CC(=C1)C)C (2,4,6-trimethylaniline), Cl.ClCCNCCCl (bis(2-chloroethyl)amine hydrochloride). Solvent: C(CCC)O (1-butanol). The product is CC1=C(C(=CC(=C1)C)C)N1CCNCC1 (1-(2,4,6-trimethylphenyl)piperazine). Yield: 55.0%. As a reaction SMILES: [C:1]1([N:11]2CCN[CH2:13][CH2:12]2)C2CCCCC=2C=C[CH:2]=1.[CH3:17][C:18]1[CH:24]=[C:23]([CH3:25])[CH:22]=[C:21]([CH3:26])[C:19]=1[NH2:20].Cl.ClCCNCCCl.C(=O)([O-])[O-].[Na+].[Na+]>C(O)CCC>[CH3:17][C:18]1[CH:24]=[C:23]([CH3:25])[CH:22]=[C:21]([CH3:26])[C:19]=1[N:20]1[CH2:13][CH2:12][NH:11][CH2:1][CH2:2]1 |f:2.3,4.5.6|. Reported procedure: Compound 31A is prepared according to the procedure described for compound 26A, using the following reactants: 2,4,6-trimethylaniline (4.8 ml, 34 mmol); bis(2-chloroethyl)amine hydrochloride (6.05 g, 34 mmol); sodium carbonate (1.8 g, 17 mmol); 1-butanol (75 ml). After impregnating onto silica, the crude reaction product is purified by flash chromatography with a mixture (95/5/1) and then (90/9/1) of dichloromethane/methanol/aqueous ammonia. Reactants: [Mg+2].[Cl-].[Cl-] (MgCl2), C=O (paraformaldehyde), BrC=1C=C(C=CC1)O (3-bromophenol). Solvent: C1(=CC=CC=C1)C.C(C)#N (toluene acetonitile). Run at temperature 80 celsius, time 2.5 hour. Product: BrC1=CC(=C(C=O)C=C1)O (4-bromo-2-hydroxybenzaldehyde). RXN SMILES: [Br:1][C:2]1[CH:3]=[C:4]([OH:8])[CH:5]=[CH:6][CH:7]=1.[Mg+2].[Cl-].[Cl-].[CH2:12]=[O:13]>C1(C)C=CC=CC=1.C(#N)C>[Br:1][C:2]1[CH:7]=[CH:6][C:5]([CH:12]=[O:13])=[C:4]([OH:8])[CH:3]=1 |f:1.2.3,5.6|. Procedure: A solution of 3-bromophenol (100.00 g, 0.576 mol) in a mixture of 600 mL of toluene/acetonitile (2:1) was added MgCl2 (110.6 g, 3.68 mol), paraformaldehyde (40.00 g) and the mixture was maintained at 80° C. for 1.5 h while the by-product was distilled off. A second portion of paraformaldenhyde (40.00 g) was added and the mixture was stirred for 2.5 h at 80° C., and the third portion of paraformaldenhyde (30.6 g) was added and stirred for 2 h at 80° C. The reaction was quenched with cool 2.5 N hy... The reactants are O=C1c2ccccc2C(=O)N1c1cccc(CBr)n1, O=C([O-])[O-], CC#N, [Cs+], [Cs+], [I-], [K+], O, Cc1nsnc1C(=NO)c1ccccc1. The product is Cc1nsnc1C(=NOCc1cccc(N2C(=O)c3ccccc3C2=O)n1)c1ccccc1. RXN SMILES: [Br:16][CH2:17][c:18]1[cH:19][cH:20][cH:21][c:22]([N:24]2[C:25](=[O:34])[c:26]3[cH:27][cH:28][cH:29][cH:30][c:31]3[C:32]2=[O:33])[n:23]1.[C:35](=[O:36])([O-:37])[O-:38].[CH3:43][C:44]#[N:45].[Cs+:39].[Cs+:40].[I-:42].[K+:41].[OH2:46].[OH:1][N:2]=[C:3]([c:4]1[cH:5][cH:6][cH:7][cH:8][cH:9]1)[c:10]1[n:11][s:12][n:13][c:14]1[CH3:15]>>[O:1]([N:2]=[C:3]([c:4]1[cH:5][cH:6][cH:7][cH:8][cH:9]1)[c:10]1[n:11][s:12][n:13][c:14]1[CH3:15])[CH2:17][c:18]1[cH:19][cH:20][cH:21][c:22]([N:24]2[C:25](=[O:34])[c:26]3[cH:27][cH:28][cH:29][cH:30][c:31]3[C:32]2=[O:33])[n:23]1. Starting materials: [N+](=O)(O)[O-] (nitric acid), ClCCOC1=C(C=C(C=C1Br)F)Br (1-(2-chloroethoxy)-2,6-dibromo-4-fluorobenzene), ice. Solvent: S(O)(O)(=O)=O (sulfuric acid), S(O)(O)(=O)=O (sulfuric acid). Run at time 1 hour. The product is ClCCOC1=C(C(=C(C=C1Br)F)[N+](=O)[O-])Br (1-(2-Chloroethoxy)-2,6-dibromo-4-fluoro-3-nitrobenzene). Isolated yield 97.1%. RXN SMILES: [Cl:1][CH2:2][CH2:3][O:4][C:5]1[C:10]([Br:11])=[CH:9][C:8]([F:12])=[CH:7][C:6]=1[Br:13].[N+:14]([O-])([OH:16])=[O:15]>S(=O)(=O)(O)O>[Cl:1][CH2:2][CH2:3][O:4][C:5]1[C:6]([Br:13])=[CH:7][C:8]([F:12])=[C:9]([N+:14]([O-:16])=[O:15])[C:10]=1[Br:11]. Procedure: To a solution of 1-(2-chloroethoxy)-2,6-dibromo-4-fluorobenzene (65.8 g, 0.20 mol) in concentrated sulfuric acid (165 mL) maintained at room temperature using a water bath was slowly added a solution of nitric acid in sulfuric acid (10 mL HNO3 in 165 mL H2SO4). The reaction was allowed to stir at room temperature for 1 hour then poured into ice (1.5 L) and extracted with methylene chloride (2×300 mL). The combined organic layers were washed with aqueous sodium bicarbonate (150 mL) and dried over... Reactants: BrCCc1ccccc1, COc1ccc(Sc2nc3c(N)ncnc3[nH]2)c(OC)c1. Yields the product COc1ccc(Sc2nc3c(N)ncnc3n2CCc2ccccc2)c(OC)c1. As a reaction SMILES: [Br:22][CH2:23][CH2:24][c:25]1[cH:26][cH:27][cH:28][cH:29][cH:30]1.[CH3:1][O:2][c:3]1[c:4]([S:11][c:12]2[nH:13][c:14]3[n:15][cH:16][n:17][c:18]([NH2:21])[c:19]3[n:20]2)[cH:5][cH:6][c:7]([O:9][CH3:10])[cH:8]1>>[CH3:1][O:2][c:3]1[c:4]([S:11][c:12]2[n:13]([CH2:23][CH2:24][c:25]3[cH:26][cH:27][cH:28][cH:29][cH:30]3)[c:14]3[n:15][cH:16][n:17][c:18]([NH2:21])[c:19]3[n:20]2)[cH:5][cH:6][c:7]([O:9][CH3:10])[cH:8]1. Starting materials: COCCOCOC=1C=C(CON=C(C(=O)O)C=2N=C(SC2)NC(C2=CC=CC=C2)(C2=CC=CC=C2)C2=CC=CC=C2)C=CC1OCOCCOC (2-[3,4-di(2-methoxyethoxymethoxy)benzyloxyimino]-2-(2-tritylaminothiazol-4-yl)acetic acid), NC1[C@@H]2N(C(=C(CS2)CCl)C(=O)OC(C2=CC=CC=C2)C2=CC=CC=C2)C1=O (benzhydryl 7-amino-3-chloromethyl-3-cephem-4-carboxylate), CN(C1=CC=CC=C1)C (N,N-dimethylaniline), P(=O)(Cl)(Cl)Cl (phosphorus oxychloride). Reaction conditions: time 30 minute. Yields the product ClCC=1CS[C@H]2N(C1C(=O)OC(C1=CC=CC=C1)C1=CC=CC=C1)C(C2NC(C(C=2N=C(SC2)NC(C2=CC=CC=C2)(C2=CC=CC=C2)C2=CC=CC=C2)=NOCC2=CC(=C(C=C2)OCOCCOC)OCOCCOC)=O)=O (benzhydryl 3-chloromethyl-7-{2-[3,4-di(2-methoxyethoxymethoxy)benzyloxyimino]-2-(2-tritylaminothiazol-4-yl)acetamido}-3-cephem-4-carboxylate). As a reaction SMILES: [CH3:1][O:2][CH2:3][CH2:4][O:5][CH2:6][O:7][C:8]1[CH:9]=[C:10]([CH:43]=[CH:44][C:45]=1[O:46][CH2:47][O:48][CH2:49][CH2:50][O:51][CH3:52])[CH2:11][O:12][N:13]=[C:14]([C:18]1[N:19]=[C:20]([NH:23][C:24]([C:37]2[CH:42]=[CH:41][CH:40]=[CH:39][CH:38]=2)([C:31]2[CH:36]=[CH:35][CH:34]=[CH:33][CH:32]=2)[C:25]2[CH:30]=[CH:29][CH:28]=[CH:27][CH:26]=2)[S:21][CH:22]=1)[C:15](O)=[O:16].[NH2:53][CH:54]1[C:79](=[O:80])[N:56]2[C:57]([C:63]([O:65][CH:66]([C:73]3[CH:78]=[CH:77][CH:76]=[CH:75][CH:74]=3)[C:67]3[CH:72]=[CH:71][CH:70]=[CH:69][CH:68]=3)=[O:64])=[C:58]([CH2:61][Cl:62])[CH2:59][S:60][C@H:55]12.CN(C)C1C=CC=CC=1.P(Cl)(Cl)(Cl)=O>>[Cl:62][CH2:61][C:58]1[CH2:59][S:60][C@@H:55]2[CH:54]([NH:53][C:15](=[O:16])[C:14](=[N:13][O:12][CH2:11][C:10]3[CH:43]=[CH:44][C:45]([O:46][CH2:47][O:48][CH2:49][CH2:50][O:51][CH3:52])=[C:8]([O:7][CH2:6][O:5][CH2:4][CH2:3][O:2][CH3:1])[CH:9]=3)[C:18]3[N:19]=[C:20]([NH:23][C:24]([C:31]4[CH:36]=[CH:35][CH:34]=[CH:33][CH:32]=4)([C:37]4[CH:38]=[CH:39][CH:40]=[CH:41][CH:42]=4)[C:25]4[CH:26]=[CH:27][CH:28]=[CH:29][CH:30]=4)[S:21][CH:22]=3)[C:79](=[O:80])[N:56]2[C:57]=1[C:63]([O:65][CH:66]([C:67]1[CH:72]=[CH:71][CH:70]=[CH:69][CH:68]=1)[C:73]1[CH:74]=[CH:75][CH:76]=[CH:77][CH:78]=1)=[O:64]. Procedure: 1.0 g (1.4 mmol) of 2-[3,4-di(2-methoxyethoxymethoxy)benzyloxyimino]-2-(2-tritylaminothiazol-4-yl)acetic acid (syn-isomer) and 0.56 g (1.4 mmol) of benzhydryl 7-amino-3-chloromethyl-3-cephem-4-carboxylate were dissolved in 0.77 ml (6.3 mmol) of N,N-dimethylaniline at 0° C., and 0.12 ml (1.7 mmol) of phosphorus oxychloride was dropwise added thereto. The mixture was stirred for 30 minutes and the reaction solution was washed with sequentially with 1 N hydrochloric acid, a 10% sodium hydrogencarbo... Starting materials: C1(=CC=CC=C1)C#CC#CC#C[C@H]1[C@@H](O1)C=O ((trans)-3-(6-Phenyl-1,3,5-hexatriynyl)oxiranecarboxaldehyde), C(=O)C=P(C1=CC=CC=C1)(C1=CC=CC=C1)C1=CC=CC=C1 (formylmethylenetriphenylphosphorane). Solvent: C1=CC=CC=C1 (benzene). Reaction conditions: temperature 70 celsius. Product: C1(=CC=CC=C1)C#CC#CC#C[C@H]1[C@@H](O1)C=CC=O ((trans)-3-[3-(6-Phenyl-1,3,5-hexatriynyl)oxiranyl]-2-propenal). The yield is 51.9%. As a reaction SMILES: [C:1]1([C:7]#[C:8][C:9]#[C:10][C:11]#[C:12][C@@H:13]2[O:15][C@H:14]2[CH:16]=O)[CH:6]=[CH:5][CH:4]=[CH:3][CH:2]=1.[CH:18]([CH:20]=P(C1C=CC=CC=1)(C1C=CC=CC=1)C1C=CC=CC=1)=[O:19]>C1C=CC=CC=1>[C:1]1([C:7]#[C:8][C:9]#[C:10][C:11]#[C:12][C@@H:13]2[O:15][C@H:14]2[CH:16]=[CH:20][CH:18]=[O:19])[CH:2]=[CH:3][CH:4]=[CH:5][CH:6]=1. Reported procedure: (trans)-3-(6-Phenyl-1,3,5-hexatriynyl)oxiranecarboxaldehyde (80 mg, 0.36 mmole; see Example 4) and formylmethylenetriphenylphosphorane (122 mg, 0.40 mmole) were dissolved in 10 ml of dry benzene and the mixture was heated at 70° C. for 10 minutes. The mixture was then cooled to room temperature and the solvent was removed in vacuo. The residue was taken up in ether and filtered through a plug of silica gel. Removal of solvent afforded a brown oil which was purified by chromatography (silica gel,... Product: FC1=CC=C(C=C1)C1=NN2C(C=CC(=C2)C(F)(F)F)=C1C1=NC(=NC=C1)N (4-[2-(4-Fluorophenyl)-6-trifluoromethylpyrazolo[1,5-a]pyridin-3-yl]-2-pyrimidinamine). The solvent is CCO (EtOH). Reactants: NC(=N)N (guanidine), FC1=CC=C(C=C1)C1=NN2C(C=CC(=C2)C(F)(F)F)=C1C(C=CN(C)C)=O (2-(4-fluorophenyl)-3-(3-(dimethylamino)-2-propenoyl)-6-trifluoromethylpyrazolo[1,5-a]pyridine), Cl.NC(=[NH2+])N (guanidinium hydrochloride), [O-]CC.[Na+] (sodium ethoxide). Procedure details: A mixture of 2-(4-fluorophenyl)-3-(3-(dimethylamino)-2-propenoyl)-6-trifluoromethylpyrazolo[1,5-a]pyridine (100 mg, 0.27 mmol), guanidinium hydrochloride (52 mg, 0.54 mmol), and sodium ethoxide (73 mg, 1.08 mmol) in EtOH (4 mL) was stirred at reflux for 21 h. Additional guanidine was added in portions to the mixture until starting material was consumed as evidenced by TLC. The reaction mixture was cooled to 0° C. and the resulting precipitate was collected by filtration washed with cold EtOH and... Conditions: temperature 0 celsius. RXN SMILES: [F:1][C:2]1[CH:7]=[CH:6][C:5]([C:8]2[C:20]([C:21](=O)[CH:22]=[CH:23]N(C)C)=[C:11]3[CH:12]=[CH:13][C:14]([C:16]([F:19])([F:18])[F:17])=[CH:15][N:10]3[N:9]=2)=[CH:4][CH:3]=1.Cl.[NH2:29][C:30]([NH2:32])=[NH2+:31].[O-]CC.[Na+].NC(N)=N>CCO>[F:1][C:2]1[CH:3]=[CH:4][C:5]([C:8]2[C:20]([C:21]3[CH:22]=[CH:23][N:29]=[C:30]([NH2:32])[N:31]=3)=[C:11]3[CH:12]=[CH:13][C:14]([C:16]([F:17])([F:19])[F:18])=[CH:15][N:10]3[N:9]=2)=[CH:6][CH:7]=1 |f:1.2,3.4|. Reactants: CCO, COc1c([N+](=O)[O-])ccc(CC#N)c1C. Product: COc1c(N)ccc(CC#N)c1C. As a reaction SMILES: [CH3:16][CH2:17][OH:18].[CH3:1][O:2][c:3]1[c:4]([CH3:15])[c:5]([CH2:12][C:13]#[N:14])[cH:6][cH:7][c:8]1[N+:9]([O-:10])=[O:11]>>[CH3:1][O:2][c:3]1[c:4]([CH3:15])[c:5]([CH2:12][C:13]#[N:14])[cH:6][cH:7][c:8]1[NH2:9]. The reactants are COC=1C=CC(=CC1)P2(=S)SP(=S)(S2)C=3C=CC(=CC3)OC (Lawesson's reagent), BrC=1C(=C(C(=NC1)NC(CC1=CC=C(C=C1)S(=O)(=O)C)=O)C1=CC(=CC=C1)C(F)(F)F)C (N-[5-bromo-4-methyl-3-(3-trifluoromethyl-phenyl)-pyridin-2-yl]-2-(4-methanesulfonyl-phenyl)-acetamide), COC=1C=CC(=CC1)P2(=S)SP(=S)(S2)C=3C=CC(=CC3)OC (Lawesson's reagent), COC=1C=CC(=CC1)P2(=S)SP(=S)(S2)C=3C=CC(=CC3)OC (Lawesson's reagent). Solvent: C1(=CC=CC=C1)C (toluene). Conditions: temperature 110 celsius, time 2.5 hour. Yields the product BrC=1C(=C(C(=NC1)NC(CC1=CC=C(C=C1)S(=O)(=O)C)=S)C1=CC(=CC=C1)C(F)(F)F)C (N-[5-Bromo-4-methyl-3-(3-trifluoromethyl-phenyl)-pyridin-2-yl]-2-(4-methanesulfonyl-phenyl)-thioacetamide). Isolated yield 60.7%. RXN SMILES: [Br:1][C:2]1[C:3]([CH3:32])=[C:4]([C:22]2[CH:27]=[CH:26][CH:25]=[C:24]([C:28]([F:31])([F:30])[F:29])[CH:23]=2)[C:5]([NH:8][C:9](=O)[CH2:10][C:11]2[CH:16]=[CH:15][C:14]([S:17]([CH3:20])(=[O:19])=[O:18])=[CH:13][CH:12]=2)=[N:6][CH:7]=1.COC1C=CC(P2(SP(C3C=CC(OC)=CC=3)(=S)S2)=[S:42])=CC=1>C1(C)C=CC=CC=1>[Br:1][C:2]1[C:3]([CH3:32])=[C:4]([C:22]2[CH:27]=[CH:26][CH:25]=[C:24]([C:28]([F:31])([F:30])[F:29])[CH:23]=2)[C:5]([NH:8][C:9](=[S:42])[CH2:10][C:11]2[CH:16]=[CH:15][C:14]([S:17]([CH3:20])(=[O:19])=[O:18])=[CH:13][CH:12]=2)=[N:6][CH:7]=1. Procedure: To a suspension of N-[5-bromo-4-methyl-3-(3-trifluoromethyl-phenyl)-pyridin-2-yl]-2-(4-methanesulfonyl-phenyl)-acetamide (Int. 10, 305 mg, 0.579 mmol) in toluene (15 mL) was added Lawesson's reagent (234 mg, 0.579 mmol) and the reaction mixture was heated at 110° C. for 24 hrs. A further amount of Lawesson's reagent (351 mg) was added and heating was continued for 2.5 hrs before a final addition of Lawesson's reagent (234 mg) was made. The reaction mixture was heated for 19 hrs then cooled, conc...